Task: describe an organic reaction: reactants, conditions, products, and yield. Dataset: the Open Reaction Database (ORD), a public repository of structured organic reaction records Reactants: Cl, CC(=O)Nc1c(F)ccc2c1CCC(C)N2, O=N[O-], N, [Na+], O. Yields the product CC1CCc2c(ccc(F)c2Cl)N1. RXN SMILES: [ClH:22].[F:1][c:2]1[c:3]([NH:13][C:14](=[O:15])[CH3:16])[c:4]2[c:9]([cH:10][cH:11]1)[NH:8][CH:7]([CH3:12])[CH2:6][CH2:5]2.[N:17]([O-:18])=[O:19].[NH3:21].[Na+:20].[OH2:23]>>[F:1][c:2]1[c:3]([Cl:22])[c:4]2[c:9]([cH:10][cH:11]1)[NH:8][CH:7]([CH3:12])[CH2:6][CH2:5]2. Reactants: C1(CCCCC1)CCCCCCCCNC1=CC=C(C(=O)O)C=C1 (4-(8-cyclohexyloctylamino)benzoic acid), C(=O)(OCC1=CC=CC=C1)Cl (carbobenzyloxy chloride), C(Cl)(Cl)Cl (chloroform), C([O-])([O-])=O.[Na+].[Na+] (sodium carbonate). The solvent is O (water). Reaction conditions: temperature 40 celsius, time 2 hour. Product: C(=O)(OCC1=CC=CC=C1)N(CCCCCCCCC1CCCCC1)C1=CC=C(C(=O)Cl)C=C1 (4-[N-carbobenzyloxy-N-(8-cyclohexyloctyl)amino]benzoyl chloride). Reaction SMILES: [CH:1]1([CH2:7][CH2:8][CH2:9][CH2:10][CH2:11][CH2:12][CH2:13][CH2:14][NH:15][C:16]2[CH:24]=[CH:23][C:19]([C:20]([OH:22])=O)=[CH:18][CH:17]=2)[CH2:6][CH2:5][CH2:4][CH2:3][CH2:2]1.C(Cl)(Cl)[Cl:26].C(=O)([O-])[O-].[Na+].[Na+].[C:35](Cl)([O:37][CH2:38][C:39]1[CH:44]=[CH:43][CH:42]=[CH:41][CH:40]=1)=[O:36]>O>[C:35]([N:15]([C:16]1[CH:17]=[CH:18][C:19]([C:20]([Cl:26])=[O:22])=[CH:23][CH:24]=1)[CH2:14][CH2:13][CH2:12][CH2:11][CH2:10][CH2:9][CH2:8][CH2:7][CH:1]1[CH2:2][CH2:3][CH2:4][CH2:5][CH2:6]1)([O:37][CH2:38][C:39]1[CH:40]=[CH:41][CH:42]=[CH:43][CH:44]=1)=[O:36] |f:2.3.4|. Reported procedure: To 15 g. 4-(8-cyclohexyloctylamino)benzoic acid in 200 ml. warm chloroform is added 15 g. sodium carbonate in 150 ml. water. To the vigorously stirred solution is added 10 g. carbobenzyloxy chloride. After 2 hours stirring at 40° C., the layers are separated, washed three times with 1 N hydrochloric acid, dried, and evaporated to an oil. The oil is dissolved in 300 ml. toluene, treated with 15 ml. thionyl chloride and the solution is refluxed for 5 hours. The solvents are evaporated and the resi...